Dataset: the Open Reaction Database (ORD), a public repository of structured organic reaction records. Task: describe an organic reaction: reactants, conditions, products, and yield Starting materials: Cl.BrC1=CC=C(CN(N)C2=CC=C(C=C2)OC)C=C1 (1-[4-bromobenzyl]-1-(4-methoxy phenyl) hydrazine hydrochloride), COC(C(CC(CC)=O)(C)C)=O (methyl-2,2-dimethyl-4-oxohexanoate). The solvent is C(C)(C)(C)O (t-butanol). Product: BrC1=CC=C(CN2C(=C(C3=CC(=CC=C23)OC)C)CC(C(=O)O)(C)C)C=C1 (3-[1-(4-bromobenzyl)-3-methyl-5-methoxyindol-2-yl]-2,2-dimethylpropanoic acid). RXN SMILES: Cl.[Br:2][C:3]1[CH:19]=[CH:18][C:6]([CH2:7][N:8]([C:10]2[CH:15]=[CH:14][C:13]([O:16][CH3:17])=[CH:12][CH:11]=2)N)=[CH:5][CH:4]=1.C[O:21][C:22](=[O:31])[C:23]([CH3:30])([CH3:29])[CH2:24][C:25](=O)[CH2:26][CH3:27]>C(O)(C)(C)C>[Br:2][C:3]1[CH:19]=[CH:18][C:6]([CH2:7][N:8]2[C:10]3[C:15](=[CH:14][C:13]([O:16][CH3:17])=[CH:12][CH:11]=3)[C:26]([CH3:27])=[C:25]2[CH2:24][C:23]([CH3:30])([CH3:29])[C:22]([OH:31])=[O:21])=[CH:5][CH:4]=1 |f:0.1|. Procedure: Following the method of Example 2, but using 1-[4-bromobenzyl]-1-(4-methoxy phenyl) hydrazine hydrochloride and methyl-2,2-dimethyl-4-oxohexanoate as the starting materials, using t-butanol as the solvent, the title compound was prepared. Reactants: C1(=CC=CC=C1)P(C1=CC=CC=C1)C1=CC=CC=C1 (triphenylphosphine), FC=1C=C2CC(COC2=CC1CO)CCCCC ((6-fluoro-3-pentylchroman-7-yl)methanol), O (water), BrBr (bromine). Reported procedure: 10.2 g (38.9 mmol) of triphenylphosphine are suspended in 80 ml of acetonitrile, and 2.0 ml (39.0 mmol) of bromine are added dropwise with ice cooling. A solution of 10.0 g (38.4 mmol) of (6-fluoro-3-pentylchroman-7-yl)methanol in 20 ml of acetonitrile is subsequently added, and the mixture is stirred overnight at room temp. After addition of water, the mixture is extracted three times with n-heptane, and the combined org. phases are washed with water and dried over sodium sulfate. The solvent i... Run at time 8 hour. Solvent: C(C)#N (acetonitrile), C(C)#N (acetonitrile). As a reaction SMILES: C1(P(C2C=CC=CC=2)C2C=CC=CC=2)C=CC=CC=1.[Br:20]Br.[F:22][C:23]1[CH:24]=[C:25]2[C:30](=[CH:31][C:32]=1[CH2:33]O)[O:29][CH2:28][CH:27]([CH2:35][CH2:36][CH2:37][CH2:38][CH3:39])[CH2:26]2.O>C(#N)C>[Br:20][CH2:33][C:32]1[CH:31]=[C:30]2[C:25]([CH2:26][CH:27]([CH2:35][CH2:36][CH2:37][CH2:38][CH3:39])[CH2:28][O:29]2)=[CH:24][C:23]=1[F:22]. Yields the product BrCC1=C(C=C2CC(COC2=C1)CCCCC)F (7-bromomethyl-6-fluoro-3-pentylchroman). The reactants are BrC=1C=CC(=C(C(=O)C(C(=O)OCC)=CNCC2=CC=C(C=C2)OC)C1)F (ethyl 2-(5-bromo-2-fluorobenzoyl)-3-[(4-methoxyphenyl)methylamino]prop-2-enoate), C1CCC2=NCCCN2CC1 (DBU). Solvent: CC(=O)C (acetone). Reaction conditions: temperature 20 celsius, time 16.5 hour. Product: BrC=1C=C2C(C(=CN(C2=CC1)CC1=CC=C(C=C1)OC)C(=O)OCC)=O (Ethyl 6-bromo-1-[(4-methoxyphenyl)methyl]-4-oxoquinoline-3-carboxylate). The yield is 81.8%. As a reaction SMILES: [Br:1][C:2]1[CH:3]=[CH:4][C:5](F)=[C:6]([CH:26]=1)[C:7]([C:9](=[CH:15][NH:16][CH2:17][C:18]1[CH:23]=[CH:22][C:21]([O:24][CH3:25])=[CH:20][CH:19]=1)[C:10]([O:12][CH2:13][CH3:14])=[O:11])=[O:8].C1CCN2C(=NCCC2)CC1>CC(C)=O>[Br:1][C:2]1[CH:26]=[C:6]2[C:5](=[CH:4][CH:3]=1)[N:16]([CH2:17][C:18]1[CH:23]=[CH:22][C:21]([O:24][CH3:25])=[CH:20][CH:19]=1)[CH:15]=[C:9]([C:10]([O:12][CH2:13][CH3:14])=[O:11])[C:7]2=[O:8]. Procedure details: On a larger scale, ethyl 2-(5-bromo-2-fluorobenzoyl)-3-[(4-methoxyphenyl)methylamino]prop-2-enoate (8434 g, (7730 g assumed active), 17.71 mol) was charged to the vessel with acetone (23.2 L) at 15° C. DBU (2.8 L, 18.72 mol) was added over 25 minutes with an observed exotherm from 18-23° C. over the addition. A precipitate formed after ˜25 minutes and the batch continued to exotherm reaching a maximum of 37° C. after 1 h. The reaction was stirred at 20° C. for 16.5 h at which point HPLC indicate... Starting materials: COC(=O)C=1SC(=CC1NC(CO)C)C1=CC=CC=C1 (3-(2-Hydroxy-1-methyl-ethylamino)-5-phenyl-thiophene-2-carboxylic acid methyl ester), C(C)OC(=O)[N+](=[N-])C(=O)OCC (diethyldiazodicarboxylate), C1(=CC=CC=C1)P(=O)(C1=CC=CC=C1)N=[N+]=[N-] (diphenylphosphoryl azide), P (phosphine), alcohol. Product: COC(=O)C=1SC(=CC1NC(CN=[N+]=[N-])C)C1=CC=CC=C1 (3-(2-Azido-1-methyl-ethylamino)-5-phenyl-thiophene-2-carboxylic acid methyl ester), solid. Yield: 78.0%. RXN SMILES: [CH3:1][O:2][C:3]([C:5]1[S:6][C:7]([C:15]2[CH:20]=[CH:19][CH:18]=[CH:17][CH:16]=2)=[CH:8][C:9]=1[NH:10][CH:11]([CH3:14])[CH2:12]O)=[O:4].C(OC([N+](C(OCC)=O)=[N-])=O)C.C1(P([N:47]=[N+:48]=[N-:49])(C2C=CC=CC=2)=O)C=CC=CC=1.P>>[CH3:1][O:2][C:3]([C:5]1[S:6][C:7]([C:15]2[CH:20]=[CH:19][CH:18]=[CH:17][CH:16]=2)=[CH:8][C:9]=1[NH:10][CH:11]([CH3:14])[CH2:12][N:47]=[N+:48]=[N-:49])=[O:4]. Reported procedure: A mixture of 3-(2-Hydroxy-1-methyl-ethylamino)-5-phenyl-thiophene-2-carboxylic acid methyl ester (213 mg, 0.257 mmol), diethyldiazodicarboxylate (250 μL, 1.59 mmol, 2 eq), diphenylphosphoryl azide (343 μL, 1.59 mmol, 2 eq) and trphenyl phosphine (417 mg, 1.59 mmol, 2 eq) was stirred at 21° until all starting alcohol was consumed. The reaction was evaporated to dryness and the crude residue purified on biotage with 5% EtOAc/hexane followed by 100% toluene as eluent. 3-(2-Azido-1-methyl-ethylamino... Starting materials: C1COCCOCCOCCOCCO1, Cc1ccccc1, COC(=O)Cc1ccccc1CCl, [I-], [Na+], [Na+], CN(C)C=O, [OH-], O, Oc1cccc(Br)n1. The product is COC(=O)Cc1ccccc1COc1cccc(Br)n1. RXN SMILES: [CH2:11]1[O:12][CH2:13][CH2:14][O:15][CH2:16][CH2:17][O:18][CH2:19][CH2:20][O:21][CH2:22][CH2:23][O:24][CH2:25]1.[CH3:41][c:42]1[cH:43][cH:44][cH:45][cH:46][cH:47]1.[Cl:26][CH2:27][c:28]1[c:29]([CH2:34][C:35](=[O:36])[O:37][CH3:38])[cH:30][cH:31][cH:32][cH:33]1.[I-:40].[Na+:10].[Na+:39].[O:48]=[CH:49][N:50]([CH3:51])[CH3:52].[OH-:9].[OH2:53].[OH:1][c:2]1[n:3][c:4]([Br:8])[cH:5][cH:6][cH:7]1>>[O:1]([c:2]1[n:3][c:4]([Br:8])[cH:5][cH:6][cH:7]1)[CH2:27][c:28]1[c:29]([CH2:34][C:35](=[O:36])[O:37][CH3:38])[cH:30][cH:31][cH:32][cH:33]1. Reactants: N1=CC=C(C=C1)CC(=O)O (pyridin-4-yl-acetic acid), ClCCOCCCl (bis-(2-chloroethyl)ether). Reagents/catalysts: [Cl-].C(C1=CC=CC=C1)[N+](CC)(CC)CC (benzyltriethylammonium chloride). Solvent: [OH-].[Na+] (NaOH). Reaction conditions: temperature 60 celsius, time 2 hour. Yields the product N1=CC=C(C=C1)C1(CCOCC1)C(=O)O (4-Pyridin-4-yl-tetrahydro-pyran-4-carboxylic acid). RXN SMILES: [N:1]1[CH:6]=[CH:5][C:4]([CH2:7][C:8]([OH:10])=[O:9])=[CH:3][CH:2]=1.Cl[CH2:12][CH2:13][O:14][CH2:15][CH2:16]Cl>[OH-].[Na+].[Cl-].C([N+](CC)(CC)CC)C1C=CC=CC=1>[N:1]1[CH:6]=[CH:5][C:4]([C:7]2([C:8]([OH:10])=[O:9])[CH2:16][CH2:15][O:14][CH2:13][CH2:12]2)=[CH:3][CH:2]=1 |f:2.3,4.5|. Procedure: To a mixture of pyridin-4-yl-acetic acid (930 mg, 6.0 mmol) and bis-(2-chloroethyl)ether 1.1 mL, 9.0 mmol) in 50% NaOH aq. solution (5 mL) is added benzyltriethylammonium chloride (680 mg, 3 mmol). The solution is heated to 60° C. and stirred at the temperature for 2 hours. After cooling down to rt, the aqueous layer is removed and the organic layer is neutralized with sat. NH4Cl aq. and extracted with Et2O. The combined organic phases are washed with H2O and dried over Na2SO4. Concentration und... Starting materials: Cl (HCl), Cl.NCCC1=CC(O)=C(O)C=C1 (Dopamine hydrochloride), mPEG (5 kDa)-dopamine, [OH-].[Na+] (sodium hydroxid). Solvent: O (water). Reaction conditions: time 17 hour. Yields the product NCCC1=CC(O)=C(O)C=C1 (dopamine). Reaction SMILES: Cl.[NH2:2][CH2:3][CH2:4][C:5]1[CH:12]=[CH:11][C:9]([OH:10])=[C:7]([OH:8])[CH:6]=1.[OH-].[Na+].Cl>O>[NH2:2][CH2:3][CH2:4][C:5]1[CH:12]=[CH:11][C:9]([OH:10])=[C:7]([OH:8])[CH:6]=1 |f:0.1,2.3|. Procedure details: Dopamine hydrochloride (7.4 mg, 0.0194 mmol) and mPEG (5 kDa)-dopamine (100 mg, 0.0194 mmol) were dissolved in 7 mL water. 1 mL of 1N sodium hydroxid solution was added and the mixture was stirred for 17 hours at room temperature. The resulting solution was acidified with 1 mL of 2 N HCl, filtered and dialyzed against ultrapure water. The final solution was lyophilized to give 100 mg poly(mPEGdopamin/dopamine). The ratios between dopamine and PEG dopamine can be varied. The reaction conditions l...